The task is: describe an organic reaction: reactants, conditions, products, and yield. This data is from the Open Reaction Database (ORD), a public repository of structured organic reaction records. The product is COc1c(OC(C)=O)ccc(C=O)c1[N+](=O)[O-]. The reactants are COc1cc(C=O)ccc1OC(C)=O, O=[N+]([O-])O. RXN SMILES: [C:1]([CH3:2])(=[O:3])[O:4][c:5]1[c:6]([O:13][CH3:14])[cH:7][c:8]([CH:9]=[O:10])[cH:11][cH:12]1.[OH:15][N+:16]([O-:17])=[O:18]>>[C:1]([CH3:2])(=[O:3])[O:4][c:5]1[c:6]([O:13][CH3:14])[c:7]([N+:16](=[O:15])[O-:17])[c:8]([CH:9]=[O:10])[cH:11][cH:12]1. Starting materials: FC=1C=C2C=CC(=CC2=CC1)C1CCNCC1 (4-(6-fluoronaphth-2-yl)piperidine), O1[C@@H](C1)COC1=CC=CC=2SC=CC21 ((S)-(+)-4-(oxiranylmethoxy)benzo[b]thiophene). Run in CO (methanol). Product: S1C2=C(C=C1)C(=CC=C2)OC[C@H](CN2CCC(CC2)C2=CC1=CC=C(C=C1C=C2)F)O ((2S)-(−)-1-(4-Benzo[b]thiophenoxy)-3-(4-(6-fluoronaphth-2-yl)Piperidin-1-yl)-2-propanol). Yield: 50.3%. As a reaction SMILES: [F:1][C:2]1[CH:3]=[C:4]2[C:9](=[CH:10][CH:11]=1)[CH:8]=[C:7]([CH:12]1[CH2:17][CH2:16][NH:15][CH2:14][CH2:13]1)[CH:6]=[CH:5]2.[O:18]1[CH2:20][C@H:19]1[CH2:21][O:22][C:23]1[C:31]2[CH:30]=[CH:29][S:28][C:27]=2[CH:26]=[CH:25][CH:24]=1>CO>[S:28]1[CH:29]=[CH:30][C:31]2[C:23]([O:22][CH2:21][C@@H:19]([OH:18])[CH2:20][N:15]3[CH2:14][CH2:13][CH:12]([C:7]4[CH:6]=[CH:5][C:4]5[C:9](=[CH:10][CH:11]=[C:2]([F:1])[CH:3]=5)[CH:8]=4)[CH2:17][CH2:16]3)=[CH:24][CH:25]=[CH:26][C:27]1=2. Procedure details: A solution 4-(6-fluoronaphth-2-yl)piperidine (0.069 g, 0.301 mmol) and (S)-(+)-4-(oxiranylmethoxy)benzo[b]thiophene (0.062 g, 0.301 mmol) in methanol (3 mL) was heated at reflux for 18 hours and then cooled and evaporated. The residue was purified using silica gel chromatography (dichloromethane/5% methanol in dichloromethane gradient elution) to give the title compound as a white amorphous solid (0.066 g, 50%). FDMS m/e 436 (M++1). C26H26FNO2S. Reactants: O=C1CCC(=O)N1Br, CCNC(=O)c1sccc1C. Yields the product CCNC(=O)c1sc(Br)cc1C. RXN SMILES: [Br:12][N:13]1[C:14](=[O:15])[CH2:16][CH2:17][C:18]1=[O:19].[CH2:1]([CH3:2])[NH:3][C:4](=[O:5])[c:6]1[s:7][cH:8][cH:9][c:10]1[CH3:11]>>[CH2:1]([CH3:2])[NH:3][C:4](=[O:5])[c:6]1[s:7][c:8]([Br:12])[cH:9][c:10]1[CH3:11]. Starting materials: C(C)O (ethanol), Cl (HCl), phosphatide, phosphatidylcholine, solvent, CCCCCC (hexane). Yields the product CCCCCC.C(C)O.Cl (Hexane Ethanol Hydrochloric Acid). As a reaction SMILES: [CH2:1]([OH:3])[CH3:2].[ClH:4].[CH3:5][CH2:6][CH2:7][CH2:8][CH2:9][CH3:10]>>[CH3:5][CH2:6][CH2:7][CH2:8][CH2:9][CH3:10].[CH2:1]([OH:3])[CH3:2].[ClH:4] |f:3.4.5|. Reported procedure: Natural phosphatide mixtures from soy containing more than 70% phosphatidylcholine (PC) were dissolved in hexane at 1 gm lipid/10 ml solvent. To this solution 6.6 ml of absolute ethanol and 3.3 ml of 0.2N HCl was added and mixed thoroughly at atmospheric pressure and at about 22.5° C.+/- about 2.5° C. Phase formed and were permitted to separate and the lower aqueous phase discarded. The hexane phase was repeatedly washed with ethanol-water, 1:1 (v/v) until the pH in the lower aqueous phase was n... Starting materials: O (water), [H-].[Na+] (sodium hydride), COC=1C=C2C(=C(C(NC2=CC1OC)=O)C(=O)OCC)C1=CC(=C(C=C1)OC)OC (ethyl 6,7-dimethoxy-4-(3,4-dimethoxyphenyl)-2(1H)-quinolone-3-carboxylate), BrC(C)C (2-bromopropane). Solvent: CN(C=O)C (N,N-dimethylformamide). Conditions: time 30 minute. The product is COC=1C=C2C(=C(C(=NC2=CC1OC)OC(C)C)C(=O)OCC)C1=CC(=C(C=C1)OC)OC (ethyl 6,7-dimethoxy-4-(3,4-dimethoxyphenyl)-2-isopropoxyquinoline-3-carboxylate). Yield: 70.0%. As a reaction SMILES: [H-].[Na+].[CH3:3][O:4][C:5]1[CH:6]=[C:7]2[C:12](=[CH:13][C:14]=1[O:15][CH3:16])[NH:11][C:10](=[O:17])[C:9]([C:18]([O:20][CH2:21][CH3:22])=[O:19])=[C:8]2[C:23]1[CH:28]=[CH:27][C:26]([O:29][CH3:30])=[C:25]([O:31][CH3:32])[CH:24]=1.Br[CH:34]([CH3:36])[CH3:35].O>CN(C)C=O>[CH3:3][O:4][C:5]1[CH:6]=[C:7]2[C:12](=[CH:13][C:14]=1[O:15][CH3:16])[N:11]=[C:10]([O:17][CH:34]([CH3:36])[CH3:35])[C:9]([C:18]([O:20][CH2:21][CH3:22])=[O:19])=[C:8]2[C:23]1[CH:28]=[CH:27][C:26]([O:29][CH3:30])=[C:25]([O:31][CH3:32])[CH:24]=1 |f:0.1|. Reported procedure: Oily sodium hydride (60%, 0.1 g) was added to a solution of ethyl 6,7-dimethoxy-4-(3,4-dimethoxyphenyl)-2(1H)-quinolone-3-carboxylate (0.5 g) in N,N-dimethylformamide (20 ml) under ice-cooling. After stirring at room temperature for 30 minutes, 2-bromopropane (0.5 ml) was added. The mixture was stirred at 60° C. for 5 hours, poured into water and extracted with ethyl acetate. The ethyl acetate layer was washed with water and dried over magnesium sulfate. Evaporation of the solvent gave ethyl 6,7...